This data is from the Open Reaction Database (ORD), a public repository of structured organic reaction records. The task is: describe an organic reaction: reactants, conditions, products, and yield The reactants are CC(C)(C)OC(=O)NCCNC(=O)c1ccc2[nH]c(C(=O)O)cc2c1, COC(=O)c1cc2ccc([N+](=O)[O-])cc2[nH]1, CO, CC(C)(C)OC(=O)NCCNC(=O)c1ccc2[nH]c(C(=O)Oc3c(F)c(F)c(F)c(F)c3F)cc2c1, CN(C)C=O. Product: COC(=O)c1cc2ccc(NC(=O)c3cc4cc(C(=O)NCCNC(=O)OC(C)(C)C)ccc4[nH]3)cc2[nH]1. Reaction SMILES: [C:17]([CH3:18])([CH3:19])([CH3:20])[O:21][C:22](=[O:23])[NH:24][CH2:25][CH2:26][NH:27][C:28](=[O:29])[c:30]1[cH:31][c:32]2[cH:33][c:34]([C:39](=[O:40])[OH:41])[nH:35][c:36]2[cH:37][cH:38]1.[CH3:1][O:2][C:3](=[O:4])[c:5]1[nH:6][c:7]2[cH:8][c:9]([N+:14]([O-:15])=[O:16])[cH:10][cH:11][c:12]2[cH:13]1.[CH3:78][OH:79].[F:42][c:43]1[c:44]([O:45][C:46]([c:47]2[nH:48][c:49]3[c:50]([cH:51]2)[cH:52][c:53]([C:54](=[O:55])[NH:56][CH2:57][CH2:58][NH:59][C:60]([O:61][C:62]([CH3:63])([CH3:64])[CH3:65])=[O:66])[cH:67][cH:68]3)=[O:69])[c:70]([F:71])[c:72]([F:73])[c:74]([F:75])[c:76]1[F:77].[O:80]=[CH:81][N:82]([CH3:83])[CH3:84]>>[CH3:1][O:2][C:3](=[O:4])[c:5]1[nH:6][c:7]2[cH:8][c:9]([NH:14][C:39]([c:34]3[cH:33][c:32]4[cH:31][c:30]([C:28]([NH:27][CH2:26][CH2:25][NH:24][C:22]([O:21][C:17]([CH3:18])([CH3:19])[CH3:20])=[O:23])=[O:29])[cH:38][cH:37][c:36]4[nH:35]3)=[O:40])[cH:10][cH:11][c:12]2[cH:13]1. The reactants are Cl (hydrochloric acid), ClC1=C(C(=O)N(C)C)C=CC=N1 (2-chloro-N,N-dimethylnicotinamide), COC1=C(C=CC=C1)N1CCN(CC1)CCCN (3-[4-(2-methoxyphenyl)piperazin-1-yl]propylamine), C([O-])([O-])=O.[K+].[K+] (potassium carbonate). The solvent is C(C)O (ethanol), xylenes, O (water). As a reaction SMILES: [Cl:1][C:2]1[N:12]=[CH:11][CH:10]=[CH:9][C:3]=1[C:4]([N:6]([CH3:8])[CH3:7])=[O:5].[CH3:13][O:14][C:15]1[CH:20]=[CH:19][CH:18]=[CH:17][C:16]=1[N:21]1[CH2:26][CH2:25][N:24]([CH2:27][CH2:28][CH2:29][NH2:30])[CH2:23][CH2:22]1.C(=O)([O-])[O-].[K+].[K+].Cl>C(O)C.O>[ClH:1].[CH3:13][O:14][C:15]1[CH:20]=[CH:19][CH:18]=[CH:17][C:16]=1[N:21]1[CH2:22][CH2:23][N:24]([CH2:27][CH2:28][CH2:29][NH:30][C:2]2[N:12]=[CH:11][CH:10]=[CH:9][C:3]=2[C:4]([N:6]([CH3:8])[CH3:7])=[O:5])[CH2:25][CH2:26]1 |f:2.3.4,8.9|. Reported procedure: A mixture of 2-chloro-N,N-dimethylnicotinamide (174.3 g, 0.94 mmol), prepared as in Example 13, 3-[4-(2-methoxyphenyl)piperazin-1-yl]propylamine (224 g, 0.9 mmol), prepared as in Example 7, and potassium carbonate (250.5 g, 1.81 mmol) in 4 L of xylenes was heated at gentle reflux (133° to 136° C.) for 39 hours. The mixture was allowed to cool to 50° C. and then 1 L of water was added. The organic layer was separated, washed with water (2×500 mL) and concentrated under reduced pressure. The resid... Yield: 66.7%. Run at temperature 50 celsius, time 90 minute. The product is Cl.COC1=C(C=CC=C1)N1CCN(CC1)CCCNC1=C(C(=O)N(C)C)C=CC=N1 (2-{3-[4-(2-methoxyphenyl)piperazin-1-yl]propylamino}-N,N-dimethylnicotinamide hydrochloride). Starting materials: CN(C)C=O, CC(Cl)Cl, CCOC(=O)c1cc(=O)c2c(ccc3nc(C(=O)OC)cc(O)c32)o1, O=S(Cl)Cl. Product: CCOC(=O)c1cc(=O)c2c(ccc3nc(C(=O)OC)cc(Cl)c32)o1. RXN SMILES: [CH3:30][N:31]([CH3:32])[CH:33]=[O:34].[Cl:35][CH:36]([Cl:37])[CH3:38].[OH:1][c:2]1[cH:3][c:4]([C:22](=[O:23])[O:24][CH3:25])[n:5][c:6]2[cH:7][cH:8][c:9]3[c:10]([c:11]12)[c:12](=[O:21])[cH:13][c:14]([C:16](=[O:17])[O:18][CH2:19][CH3:20])[o:15]3.[S:26]([Cl:27])([Cl:28])=[O:29]>>[c:2]1([Cl:28])[cH:3][c:4]([C:22](=[O:23])[O:24][CH3:25])[n:5][c:6]2[cH:7][cH:8][c:9]3[c:10]([c:11]12)[c:12](=[O:21])[cH:13][c:14]([C:16](=[O:17])[O:18][CH2:19][CH3:20])[o:15]3.